From a dataset of the Open Reaction Database (ORD), a public repository of structured organic reaction records. describe an organic reaction: reactants, conditions, products, and yield Product: CC(C)(C)OC(=O)n1c(-c2ccc(O)c3c2C(=O)NC3)cc2cc(CN3CCN(CCO)CC3)ccc21. Reactants: CC(=O)O[BH-](OC(C)=O)OC(C)=O, CC(=O)O, CC#N, Cl, [Na+], CC(C)(C)OC(=O)n1c(-c2ccc(O)c3c2C(=O)NC3)cc2cc(C=O)ccc21, OCCN1CCNCC1. Reaction SMILES: [C:43]([O:44][BH-:45]([O:46][C:47](=[O:48])[CH3:49])[O:50][C:51](=[O:52])[CH3:53])(=[O:54])[CH3:55].[CH3:39][C:40](=[O:41])[OH:42].[CH3:58][C:59]#[N:60].[ClH:57].[Na+:56].[OH:1][c:2]1[c:3]2[c:7]([c:8](-[c:11]3[n:12]([C:22](=[O:23])[O:24][C:25]([CH3:26])([CH3:27])[CH3:28])[c:13]4[cH:14][cH:15][c:16]([CH:20]=[O:21])[cH:17][c:18]4[cH:19]3)[cH:9][cH:10]1)[C:6](=[O:29])[NH:5][CH2:4]2.[OH:30][CH2:31][CH2:32][N:33]1[CH2:34][CH2:35][NH:36][CH2:37][CH2:38]1>>[OH:1][c:2]1[c:3]2[c:7]([c:8](-[c:11]3[n:12]([C:22](=[O:23])[O:24][C:25]([CH3:26])([CH3:27])[CH3:28])[c:13]4[cH:14][cH:15][c:16]([CH2:20][N:36]5[CH2:35][CH2:34][N:33]([CH2:32][CH2:31][OH:30])[CH2:38][CH2:37]5)[cH:17][c:18]4[cH:19]3)[cH:9][cH:10]1)[C:6](=[O:29])[NH:5][CH2:4]2. The reactants are Brc1ccc2sccc2c1, CC(=O)[O-], CC(=O)[O-], O=C([O-])[O-], Cc1ccccc1, CC(C)c1cc(C(C)C)c(-c2ccccc2P(C2CCCCC2)C2CCCCC2)c(C(C)C)c1, [Cs+], [Cs+], CC(C)(C)OC(=O)c1ccc(N2CCc3ccccc32)cc1N, O=C(C=Cc1ccccc1)C=Cc1ccccc1, O=C(C=Cc1ccccc1)C=Cc1ccccc1, O=C(C=Cc1ccccc1)C=Cc1ccccc1, [Pd+2], [Pd], [Pd]. Product: CC(C)(C)OC(=O)c1ccc(N2CCc3ccccc32)cc1Nc1ccc2sccc2c1. RXN SMILES: [Br:24][c:25]1[cH:26][cH:27][c:28]2[c:29]([cH:30][cH:31][s:32]2)[cH:33]1.[C:130]([O-:131])(=[O:132])[CH3:133].[C:135]([O-:136])(=[O:137])[CH3:138].[C:34](=[O:35])([O-:36])[O-:37].[CH3:139][c:140]1[cH:141][cH:142][cH:143][cH:144][cH:145]1.[CH:40]1([P:41]([CH:42]2[CH2:43][CH2:44][CH2:45][CH2:46][CH2:47]2)[c:48]2[cH:49][cH:50][cH:51][cH:52][c:53]2-[c:54]2[c:55]([CH:56]([CH3:57])[CH3:58])[cH:59][c:60]([CH:61]([CH3:62])[CH3:63])[cH:64][c:65]2[CH:66]([CH3:67])[CH3:68])[CH2:69][CH2:70][CH2:71][CH2:72][CH2:73]1.[Cs+:38].[Cs+:39].[NH2:1][c:2]1[c:3]([C:4](=[O:5])[O:6][C:7]([CH3:8])([CH3:9])[CH3:10])[cH:11][cH:12][c:13]([N:15]2[CH2:16][CH2:17][c:18]3[cH:19][cH:20][cH:21][cH:22][c:23]32)[cH:14]1.[O:112]=[C:113]([CH:114]=[CH:115][c:116]1[cH:117][cH:118][cH:119][cH:120][cH:121]1)[CH:122]=[CH:123][c:124]1[cH:125][cH:126][cH:127][cH:128][cH:129]1.[O:76]=[C:77]([CH:78]=[CH:79][c:80]1[cH:81][cH:82][cH:83][cH:84][cH:85]1)[CH:86]=[CH:87][c:88]1[cH:89][cH:90][cH:91][cH:92][cH:93]1.[O:94]=[C:95]([CH:96]=[CH:97][c:98]1[cH:99][cH:100][cH:101][cH:102][cH:103]1)[CH:104]=[CH:105][c:106]1[cH:107][cH:108][cH:109][cH:110][cH:111]1.[Pd+2:134].[Pd:74].[Pd:75]>>[NH:1]([c:2]1[c:3]([C:4](=[O:5])[O:6][C:7]([CH3:8])([CH3:9])[CH3:10])[cH:11][cH:12][c:13]([N:15]2[CH2:16][CH2:17][c:18]3[cH:19][cH:20][cH:21][cH:22][c:23]32)[cH:14]1)[c:25]1[cH:26][cH:27][c:28]2[c:29]([cH:30][cH:31][s:32]2)[cH:33]1. Product: CON(C)C(=O)Cc1ccc(SC)cc1. RXN SMILES: [C:13]([n:14]1[cH:15][cH:16][n:17][cH:18]1)([n:19]1[cH:20][cH:21][n:22][cH:23]1)=[O:24].[CH2:30]([Cl:31])[Cl:32].[CH3:1][S:2][c:3]1[cH:4][cH:5][c:6]([CH2:9][C:10](=[O:11])[OH:12])[cH:7][cH:8]1.[CH3:26][NH:27][O:28][CH3:29].[ClH:25]>>[CH3:1][S:2][c:3]1[cH:4][cH:5][c:6]([CH2:9][C:10](=[O:12])[N:27]([CH3:26])[O:28][CH3:29])[cH:7][cH:8]1. Starting materials: O=C(n1ccnc1)n1ccnc1, ClCCl, CSc1ccc(CC(=O)O)cc1, CNOC, Cl. Reactants: ClC1=CC2=C(NC=3N=CC=CC3C2(C(C)(F)F)COC(C)C)C=C1 (7-chloro-5-isopropoxymethyl-5-(1,1-difluoroethyl)-5,10-dihydrobenzo[b][1,8]naphthyridine), CN1CCCC1=O (NMP), CCOC(=O)C.CCCCCC (EtOAc Hexane). Reagents/catalysts: [C-]#N.[C-]#N.[Zn+2] (Zn(CN)2), CC(C)([P](C(C)(C)C)([Pd][P](C(C)(C)C)(C(C)(C)C)C(C)(C)C)C(C)(C)C)C (Pd[P(t-Bu)3]2), [Zn] (Zinc). The solvent is CCOC(=O)C (EtOAc). Run at temperature 170 celsius. The product is C(#N)C1=CC2=C(NC=3N=CC=CC3C2(C(C)(F)F)COC(C)C)C=C1 (7-cyano-5-isopropoxymethyl-5(1,1-difluoroethyl)-5,10-dihydrobenzo[b][1,8]naphthyridine). Isolated yield 90.0%. As a reaction SMILES: Cl[C:2]1[CH:24]=[CH:23][C:5]2[NH:6][C:7]3[N:8]=[CH:9][CH:10]=[CH:11][C:12]=3[C:13]([CH2:18][O:19][CH:20]([CH3:22])[CH3:21])([C:14]([F:17])([F:16])[CH3:15])[C:4]=2[CH:3]=1.CCOC(C)=O.CCCCCC.[CH3:37][N:38]1C(=O)CCC1>CCOC(C)=O.[C-]#N.[C-]#N.[Zn+2].CC(C)([P](C(C)(C)C)([Pd][P](C(C)(C)C)(C(C)(C)C)C(C)(C)C)C(C)(C)C)C.[Zn]>[C:37]([C:2]1[CH:24]=[CH:23][C:5]2[NH:6][C:7]3[N:8]=[CH:9][CH:10]=[CH:11][C:12]=3[C:13]([CH2:18][O:19][CH:20]([CH3:22])[CH3:21])([C:14]([F:17])([F:16])[CH3:15])[C:4]=2[CH:3]=1)#[N:38] |f:1.2,5.6.7,^1:57,63|. Reported procedure: A degassed mix of 7-chloro-5-isopropoxymethyl-5-(1,1-difluoroethyl)-5,10-dihydrobenzo[b][1,8]naphthyridine (21)(2.501 g, 7.089 mmol), Zn(CN)2 (849 mg, 7.089 mmol), Pd[P(t-Bu)3]2 (1.479 g, 2.836 mmol) and Zinc powder (556 mg, 8.507 mmol) in anhydrous NMP (20 mL) was heated at 170° C. for 22 h 30 min. The reaction mixture was cooled to room temperature, diluted with EtOAc, filtered through a pad of Celite and washed with EtOAc. The filtrate was washed with 2 N NH4OH (120 mL) and brine, dried over ...